This data is from the Open Reaction Database (ORD), a public repository of structured organic reaction records. The task is: describe an organic reaction: reactants, conditions, products, and yield Reactants: ClN1C(CCC1=O)=O (N-chlorosuccinimide), BrC=1C=C(C=CC1)N1C(CCCC1)C(=O)NCC#N (1-(3-bromophenyl)-N-(cyanomethyl)-2-piperidinecarboxamide), resultant solution. The solvent is C(C)(C)O (isopropyl alcohol). Reaction conditions: temperature 60 celsius. Product: BrC=1C=CC(=C(C1)N1C(CCCC1)C(=O)NCC#N)Cl (1-(5-bromo-2-chlorophenyl)-N-(cyanomethyl)piperidine-2-carboxamide). Reaction SMILES: [Br:1][C:2]1[CH:3]=[C:4]([N:8]2[CH2:13][CH2:12][CH2:11][CH2:10][CH:9]2[C:14]([NH:16][CH2:17][C:18]#[N:19])=[O:15])[CH:5]=[CH:6][CH:7]=1.[Cl:20]N1C(=O)CCC1=O>C(O)(C)C>[Br:1][C:2]1[CH:7]=[CH:6][C:5]([Cl:20])=[C:4]([N:8]2[CH2:13][CH2:12][CH2:11][CH2:10][CH:9]2[C:14]([NH:16][CH2:17][C:18]#[N:19])=[O:15])[CH:3]=1. Procedure: To a suspension of 1-(3-bromophenyl)-N-(cyanomethyl)-2-piperidinecarboxamide (2.25 g, 6.98 mmol, prepared as described in example 25) in 70 mL of isopropyl alcohol was added N-chlorosuccinimide (1.02 g, 7.68 mmol). The suspension was heated to 60° C. and the resultant solution was stirred at 60° C. for 2 h. The mixture was cooled and partitioned between ethyl acetate and brine. The aqueous layer was extracted with ethyl acetate (3 ×) and the combined organic layers were dried over Na2SO4 and con... Product: CCOC(=O)c1ccc(N2CCOCC2)nc1. Reactants: C1COCCN1, CC#N, CCOC(=O)c1ccc(Cl)nc1, O. As a reaction SMILES: [CH2:13]1[CH2:14][O:15][CH2:16][CH2:17][NH:18]1.[CH3:19][C:20]#[N:21].[Cl:1][c:2]1[n:3][cH:4][c:5]([C:6](=[O:7])[O:8][CH2:9][CH3:10])[cH:11][cH:12]1.[OH2:22]>>[c:2]1([N:18]2[CH2:13][CH2:14][O:15][CH2:16][CH2:17]2)[n:3][cH:4][c:5]([C:6](=[O:7])[O:8][CH2:9][CH3:10])[cH:11][cH:12]1. Starting materials: C1(=CC=CC=C1)S(=O)(=O)N1C=CC2=C(C=CC=C12)C=C (1-(Phenylsulfonyl)-4-vinyl-1H-indole), IC (iodomethane), C1(=CC=CC=C1)S(=O)(=O)N1C=CC2=C(C=CC=C12)C=C (1-(Phenylsulfonyl)-4-vinyl-1H-indole), [Li+].CC(C)[N-]C(C)C (LDA). The solvent is CO (MeOH). Product: CC=1N(C2=CC=CC(=C2C1)C=C)S(=O)(=O)C1=CC=CC=C1 (2-Methyl-1-(phenylsulfonyl)-4-vinyl-1H-indole). Isolated yield 30.0%. As a reaction SMILES: [C:1]1([S:7]([N:10]2[C:18]3[C:13](=[C:14]([CH:19]=[CH2:20])[CH:15]=[CH:16][CH:17]=3)[CH:12]=[CH:11]2)(=[O:9])=[O:8])[CH:6]=[CH:5][CH:4]=[CH:3][CH:2]=1.[Li+].[CH3:22]C([N-]C(C)C)C.IC>CO>[CH3:22][C:11]1[N:10]([S:7]([C:1]2[CH:2]=[CH:3][CH:4]=[CH:5][CH:6]=2)(=[O:9])=[O:8])[C:18]2[C:13]([CH:12]=1)=[C:14]([CH:19]=[CH2:20])[CH:15]=[CH:16][CH:17]=2 |f:1.2|. Procedure: 1-(Phenylsulfonyl)-4-vinyl-1H-indole (190 mg, 0.7 mmol, Intermediate 45) was weight in to a pre dried reaction flask and purged with nitrogen gas for 1 h. Dry THF (50 mL) was added and the reaction flask was cooled to −78° C. before LDA (0.35 mL, 0.7 mmol, 2M) was added. The reaction was stirred for 15 minutes before iodomethane (95.2 mg, 0.7 mmol) was added. Allowed the reaction mixture to slowly reach RT ON. Added 1 mL MeOH and evaporated the reaction mixture on silica. Purified by flash chrom... Starting materials: CC1(C=C2Cc3c(cccc3-c3ccc(C(C)(C)C)cc3)C2=O)CCCCC1, CCOC(C)=O, [H][H]. Product: CC1(CC2Cc3c(cccc3-c3ccc(C(C)(C)C)cc3)C2=O)CCCCC1. RXN SMILES: [C:1]([CH3:2])([CH3:3])([CH3:4])[c:5]1[cH:6][cH:7][c:8](-[c:11]2[c:12]3[c:16]([cH:17][cH:18][cH:19]2)[C:15](=[O:20])[C:14](=[CH:21][C:22]2([CH3:28])[CH2:23][CH2:24][CH2:25][CH2:26][CH2:27]2)[CH2:13]3)[cH:9][cH:10]1.[CH3:31][CH2:32][O:33][C:34](=[O:35])[CH3:36].[H:29][H:30]>>[C:1]([CH3:2])([CH3:3])([CH3:4])[c:5]1[cH:6][cH:7][c:8](-[c:11]2[c:12]3[c:16]([cH:17][cH:18][cH:19]2)[C:15](=[O:20])[CH:14]([CH2:21][C:22]2([CH3:28])[CH2:23][CH2:24][CH2:25][CH2:26][CH2:27]2)[CH2:13]3)[cH:9][cH:10]1. The reactants are N1=CN=CC(=C1)C1=CC2=C(C=N1)C=NN2C2=CC=CC(=N2)N2CCN(CCC2)C(=O)OC(C)(C)C (tert-butyl 4-(6-(6-(pyrimidin-5-yl)-1H-pyrazolo[4,3-c]pyridin-1-yl)pyridin-2-yl)-1,4-diazepane-1-carboxylate), Cl (HCl). Solvent: CO (MeOH). Conditions: time 4 hour. Yields the product N1(CCNCCC1)C1=CC=CC(=N1)N1N=CC=2C=NC(=CC21)C=2C=NC=NC2 (1-(6-(1,4-Diazepan-1-yl)pyridin-2-yl)-6-(pyrimidin-5-yl)-1H-pyrazolo[4,3-c]pyridine). The yield is 86.9%. Reaction SMILES: [N:1]1[CH:6]=[C:5]([C:7]2[N:12]=[CH:11][C:10]3[CH:13]=[N:14][N:15]([C:16]4[N:21]=[C:20]([N:22]5[CH2:28][CH2:27][CH2:26][N:25](C(OC(C)(C)C)=O)[CH2:24][CH2:23]5)[CH:19]=[CH:18][CH:17]=4)[C:9]=3[CH:8]=2)[CH:4]=[N:3][CH:2]=1.Cl>CO>[N:22]1([C:20]2[N:21]=[C:16]([N:15]3[C:9]4[CH:8]=[C:7]([C:5]5[CH:4]=[N:3][CH:2]=[N:1][CH:6]=5)[N:12]=[CH:11][C:10]=4[CH:13]=[N:14]3)[CH:17]=[CH:18][CH:19]=2)[CH2:28][CH2:27][CH2:26][NH:25][CH2:24][CH2:23]1. Procedure details: A suspension of tert-butyl 4-(6-(6-(pyrimidin-5-yl)-1H-pyrazolo[4,3-c]pyridin-1-yl)pyridin-2-yl)-1,4-diazepane-1-carboxylate (320 mg, 0.68 mmol) in a solution of HCl in MeOH (3.0 N, 20 mL) was stirred at room temperature for 4 hours. The reaction mixture was concentrated under reduced pressure. The residue was purified by prepared HPLC to afford 175 as a light yellow solid (220 mg, yield 87%). 1H NMR (500 MHz, DMSO-d6) δ (ppm) 9.43 (s, 1H), 9.39 (s, 1H), 9.35 (d, J=3.0 Hz, 1H), 9.28 (d, J=3.0 Hz... Reactants: FC1=CC=C2C=CNC2=C1 (6-fluoro-1H-indole), O.Cl.N1CCC(CC1)=O (4-piperidone hydrochloride monohydrate). Yields the product FC1=CC=C2C(=CNC2=C1)C=1CCNCC1 (6-fluoro-3-(1,2,3,6-tetrahydropyridin-4-yl)-1H-indole). Yield: 59.1%. As a reaction SMILES: [F:1][C:2]1[CH:10]=[C:9]2[C:5]([CH:6]=[CH:7][NH:8]2)=[CH:4][CH:3]=1.O.Cl.[NH:13]1[CH2:18][CH2:17][C:16](=O)[CH2:15][CH2:14]1>>[F:1][C:2]1[CH:10]=[C:9]2[C:5]([C:6]([C:16]3[CH2:17][CH2:18][NH:13][CH2:14][CH:15]=3)=[CH:7][NH:8]2)=[CH:4][CH:3]=1 |f:1.2.3|. Procedure details: Beginning with 11.6 gm (86.0 mMol) 6-fluoro-1H-indole and 26.5 gm (172 mMol) 4-piperidone hydrochloride monohydrate, 11.0 gm (59%) of the title compound were recovered as a light tan solid. The reactants are CC(=O)O[BH-](OC(C)=O)OC(C)=O, C1COCCN1, CS(=O)(=O)c1cc(C(CC=O)NC(=O)c2cncc3c2cnn3-c2ccc(F)cc2)ccn1, CC(=O)O, CC(Cl)Cl, [Na+]. Product: CS(=O)(=O)c1cc(C(CCN2CCOCC2)NC(=O)c2cncc3c2cnn3-c2ccc(F)cc2)ccn1. As a reaction SMILES: [C:44]([O:45][BH-:46]([O:47][C:48](=[O:49])[CH3:50])[O:51][C:52](=[O:53])[CH3:54])(=[O:55])[CH3:56].[CH2:34]1[CH2:35][O:36][CH2:37][CH2:38][NH:39]1.[CH3:1][S:2](=[O:3])(=[O:4])[c:5]1[n:6][cH:7][cH:8][c:9]([CH:11]([CH2:12][CH:13]=[O:14])[NH:15][C:16](=[O:17])[c:18]2[c:19]3[c:20]([cH:21][n:22][cH:23]2)[n:24](-[c:27]2[cH:28][cH:29][c:30]([F:33])[cH:31][cH:32]2)[n:25][cH:26]3)[cH:10]1.[CH3:40][C:41](=[O:42])[OH:43].[Cl:58][CH:59]([Cl:60])[CH3:61].[Na+:57]>>[CH3:1][S:2](=[O:3])(=[O:4])[c:5]1[n:6][cH:7][cH:8][c:9]([CH:11]([CH2:12][CH2:13][N:39]2[CH2:34][CH2:35][O:36][CH2:37][CH2:38]2)[NH:15][C:16](=[O:17])[c:18]2[c:19]3[c:20]([cH:21][n:22][cH:23]2)[n:24](-[c:27]2[cH:28][cH:29][c:30]([F:33])[cH:31][cH:32]2)[n:25][cH:26]3)[cH:10]1.